describe an organic reaction: reactants, conditions, products, and yield From a dataset of the Open Reaction Database (ORD), a public repository of structured organic reaction records. The reactants are CN1C(C(C=2C=C3C(=CC12)OCCO3)(C(=O)OC)C3=C(C=CC=C3)[N+](=O)[O-])=O (methyl 6-methyl-8-(2-nitrophenyl)-7-oxo-2,3,7,8-tetrahydro-6H-[1,4]dioxino[2,3-f]indole-8-carboxylate). Reagents/catalysts: [Pd] (palladium on carbon). The solvent is CO (methanol). Reaction conditions: time 20 hour. The product is CN1C(C2(C(NC3=CC=CC=C23)=O)C=2C=C3C(=CC12)OCCO3)=O (6-methyl-2,3-dihydrospiro[1,4-dioxino[2,3-f]indole-8,3′-indole]-2′,7(1H,6H)-dione). Yield: 40.2%. Reaction SMILES: [CH3:1][N:2]1[C:10]2[CH:9]=[C:8]3[O:11][CH2:12][CH2:13][O:14][C:7]3=[CH:6][C:5]=2[C:4]([C:19]2[CH:24]=[CH:23][CH:22]=[CH:21][C:20]=2[N+:25]([O-])=O)([C:15]([O:17]C)=O)[C:3]1=[O:28]>[Pd].CO>[CH3:1][N:2]1[C:10]2[CH:9]=[C:8]3[O:11][CH2:12][CH2:13][O:14][C:7]3=[CH:6][C:5]=2[C:4]2([C:19]3[C:20](=[CH:21][CH:22]=[CH:23][CH:24]=3)[NH:25][C:15]2=[O:17])[C:3]1=[O:28]. Reported procedure: A suspension of methyl 6-methyl-8-(2-nitrophenyl)-7-oxo-2,3,7,8-tetrahydro-6H-[1,4]dioxino[2,3-f]indole-8-carboxylate (0.21 g, 0.54 mmol) and 10% w/w palladium on carbon (0.1 g) in methanol (20 mL) was hydrogenated at 1 atm and at ambient temperature for 20 h. The mixture was filtered through a pad of diatomaceous earth and the filtrate was concentrated in vacuo. The residue was subjected to column chromatography to afford 6-methyl-2,3-dihydrospiro[1,4-dioxino[2,3-f]indole-8,3′-indole]-2′,7(1H,6... The reactants are C(C(=O)Cl)(=O)Cl (oxalyl chloride), C(C1=CC=CC=C1)OC(=O)NS(=O)(=O)C1=CC=C(C(=O)O)C=C1 (4-({[(benzyloxy)carbonyl]amino}-sulfonyl)benzoic acid), C(C(=O)Cl)(=O)Cl (oxalyl chloride). The reagents and catalysts are CN(C=O)C (N,N-dimethylformamide). Run in ClCCl (dichloromethane). Reaction conditions: time 0.5 hour. Yields the product C(C1=CC=CC=C1)OC(NS(=O)(=O)C1=CC=C(C=C1)C(=O)Cl)=O (benzyl[4-(chlorocarbonyl)phenyl]sulfonylcarbamate). Yield: 78.4%. RXN SMILES: [CH2:1]([O:8][C:9]([NH:11][S:12]([C:15]1[CH:23]=[CH:22][C:18]([C:19](O)=[O:20])=[CH:17][CH:16]=1)(=[O:14])=[O:13])=[O:10])[C:2]1[CH:7]=[CH:6][CH:5]=[CH:4][CH:3]=1.C(Cl)(=O)C([Cl:27])=O>ClCCl.CN(C)C=O>[CH2:1]([O:8][C:9](=[O:10])[NH:11][S:12]([C:15]1[CH:23]=[CH:22][C:18]([C:19]([Cl:27])=[O:20])=[CH:17][CH:16]=1)(=[O:14])=[O:13])[C:2]1[CH:7]=[CH:6][CH:5]=[CH:4][CH:3]=1. Reported procedure: To a suspension of 4-({[(benzyloxy)carbonyl]amino}-sulfonyl)benzoic acid (2.90 g) in dichloromethane (30 mL) was added N,N-dimethylformamide (19.0 mg) and followed by oxalyl chloride (1.15 g) under an ice-bath. The mixture was stirred for 0.5 hour at room temperature and refluxed for 1 hour. The resulting mixture was refluxed further for 5 minutes after adding oxalyl chloride (439 mg). The volatile was evaporated off to give a white solid. The solid was triturated in diisopropyl ether to give be... Product: COc1ccc(CCN(C)CCCN2COc3ccccc3C2=O)cc1OC, Cl. RXN SMILES: [CH3:1][N:2]([CH2:3][CH2:4][CH2:5][NH:6][C:7]([c:8]1[c:9]([OH:10])[cH:11][cH:12][cH:13][cH:14]1)=[O:15])[CH2:16][CH2:17][c:18]1[cH:19][c:20]([O:26][CH3:27])[c:21]([O:24][CH3:25])[cH:22][cH:23]1.[CH3:33][C:34](=[O:35])[OH:36].[CH:29]([Cl:30])([Cl:31])[Cl:32].[ClH:28]>>[CH3:1][N:2]([CH2:3][CH2:4][CH2:5][N:6]1[C:7](=[O:15])[c:8]2[c:9]([cH:11][cH:12][cH:13][cH:14]2)[O:10][CH2:29]1)[CH2:16][CH2:17][c:18]1[cH:19][c:20]([O:26][CH3:27])[c:21]([O:24][CH3:25])[cH:22][cH:23]1.[ClH:30]. Reactants: COc1ccc(CCN(C)CCCNC(=O)c2ccccc2O)cc1OC, CC(=O)O, ClC(Cl)Cl, Cl. Reactants: BrC=1C(=CC2=C(C3=NC(=CN3CCO2)I)C1)C (9-bromo-2-iodo-8-methyl-4,5-dihydro-6-oxa-1,3a-diazabenzo[e]azulene), C(C)(C)N1N=C(N=C1)C (1-isopropyl-3-methyl-1H-[1,2,4]triazole), C(C)(C)N1N=CN=C1C (1-isopropyl-5-methyl-1H-[1,2,4]triazole), C(CCC)[Li] (n-butyllithium). The reagents and catalysts are C=1C=CC(=CC1)[P](C=2C=CC=CC2)(C=3C=CC=CC3)[Pd]([P](C=4C=CC=CC4)(C=5C=CC=CC5)C=6C=CC=CC6)([P](C=7C=CC=CC7)(C=8C=CC=CC8)C=9C=CC=CC9)[P](C=1C=CC=CC1)(C=1C=CC=CC1)C=1C=CC=CC1 (Pd(PPh3)4), [Cl-].[Zn+2].[Cl-] (zinc chloride). Run in C1CCOC1 (THF), C1CCOC1 (THF). Conditions: temperature -30 celsius, time 1 hour. Yields the product BrC=1C(=CC2=C(C3=NC(=CN3CCO2)C=2N(N=C(N2)C)C(C)C)C1)C (9-Bromo-2-(2-isopropyl-5-methyl-2H-[1,2,4]triazol-3-yl)-8-methyl-4,5-dihydro-6-oxa-1,3a-diazabenzo[e]azulene). Isolated yield 35.0%. As a reaction SMILES: [CH:1]([N:4]1[CH:8]=[N:7][C:6]([CH3:9])=[N:5]1)([CH3:3])[CH3:2].C(N1C(C)=NC=N1)(C)C.C([Li])CCC.[Br:24][C:25]1[C:26]([CH3:40])=[CH:27][C:28]2[O:37][CH2:36][CH2:35][N:34]3[C:30](=[N:31][C:32](I)=[CH:33]3)[C:29]=2[CH:39]=1>C1COCC1.[Cl-].[Zn+2].[Cl-].C1C=CC([P]([Pd]([P](C2C=CC=CC=2)(C2C=CC=CC=2)C2C=CC=CC=2)([P](C2C=CC=CC=2)(C2C=CC=CC=2)C2C=CC=CC=2)[P](C2C=CC=CC=2)(C2C=CC=CC=2)C2C=CC=CC=2)(C2C=CC=CC=2)C2C=CC=CC=2)=CC=1>[Br:24][C:25]1[C:26]([CH3:40])=[CH:27][C:28]2[O:37][CH2:36][CH2:35][N:34]3[C:30](=[N:31][C:32]([C:8]4[N:4]([CH:1]([CH3:3])[CH3:2])[N:5]=[C:6]([CH3:9])[N:7]=4)=[CH:33]3)[C:29]=2[CH:39]=1 |f:5.6.7,^1:52,54,73,92|. Reported procedure: A solution of 1-isopropyl-3-methyl-1H-[1,2,4]triazole (in a 6:4 mixture with 1-isopropyl-5-methyl-1H-[1,2,4]triazole, 0.292 g, 1.4 mmol) in THF (5 mL) was cooled to −30° C. and treated with n-butyllithium (2.5M in hexanes, 0.56 mL, 1.40 mmol). Stirring was continued for 1 h maintaining the internal temperature between −30° C. and −20° C. The mixture was then cooled to −30° C. and a solution of zinc chloride (0.5M in THF, 1.66 mL, 0.83 mmol) was added over 2 min. The reaction mixture was then slo... The reactants are NC1=CC(=NO1)C(CC)(C)CC (5-amino-3-(1-ethyl-1-methylpropyl)isoxazole), COC1=C(C(=O)Cl)C(=CC=C1)OC (2,6-dimethoxybenzoyl chloride). Solvent: C1(=CC=CC=C1)C (toluene). Yields the product C(C)C(CC)(C)C1=NOC(=C1)NC(C1=C(C=CC=C1OC)OC)=O (N-[3-(1-ethyl-1-methylpropyl]-5-isoxazolyl]-2,6-dimethoxybenzamide). Isolated yield 91.6%. RXN SMILES: [NH2:1][C:2]1[O:6][N:5]=[C:4]([C:7]([CH2:11][CH3:12])([CH3:10])[CH2:8][CH3:9])[CH:3]=1.[CH3:13][O:14][C:15]1[CH:23]=[CH:22][CH:21]=[C:20]([O:24][CH3:25])[C:16]=1[C:17](Cl)=[O:18]>C1(C)C=CC=CC=1>[CH2:8]([C:7]([C:4]1[CH:3]=[C:2]([NH:1][C:17](=[O:18])[C:16]2[C:20]([O:24][CH3:25])=[CH:21][CH:22]=[CH:23][C:15]=2[O:14][CH3:13])[O:6][N:5]=1)([CH3:10])[CH2:11][CH3:12])[CH3:9]. Procedure: To a stirred solution of 3.36 Kg of 5-amino-3-(1-ethyl-1-methylpropyl)isoxazole in 65 liters of toluene was added portion-wise over thirty minutes 4.015 Kg of 2,6-dimethoxybenzoyl chloride. The reaction mixture was heated to reflux and stirred for forty-eight hours. It was then cooled to room temperature and concentrated to a volume of about 25 liters by evaporation of the solvent under reduced pressure. The product precipitated and was collected by filtration, washed with fresh toluene, and air... Starting materials: [OH-].[Na+] (NaOH), [N+](=O)([O-])C1=CC=C(C=C2C3=C(C=CC4=C2C=CC=C4)C=CC=C3)C=C1 (5-(4-nitrobenzylidene)-5H-dibenzo[a,d]cycloheptene), Cl (hydrochloric acid). The reagents and catalysts are [Fe] (iron). Run in CN(C=O)C (N,N-dimethyl formamide). Run at temperature 70 celsius. Product: NC1=CC=C(C=C2C3=C(C=CC4=C2C=CC=C4)C=CC=C3)C=C1 (5-(4-aminobenzylidene)-5H-dibenzo[ a,d]cycloheptene). The yield is 92.6%. As a reaction SMILES: [N+:1]([C:4]1[CH:25]=[CH:24][C:7]([CH:8]=[C:9]2[C:15]3[CH:16]=[CH:17][CH:18]=[CH:19][C:14]=3[CH:13]=[CH:12][C:11]3[CH:20]=[CH:21][CH:22]=[CH:23][C:10]2=3)=[CH:6][CH:5]=1)([O-])=O.Cl.[OH-].[Na+]>[Fe].CN(C)C=O>[NH2:1][C:4]1[CH:25]=[CH:24][C:7]([CH:8]=[C:9]2[C:10]3[CH:23]=[CH:22][CH:21]=[CH:20][C:11]=3[CH:12]=[CH:13][C:14]3[CH:19]=[CH:18][CH:17]=[CH:16][C:15]2=3)=[CH:6][CH:5]=1 |f:2.3|. Reported procedure: 10.0 g (30.7 m moles) of 5-(4-nitrobenzylidene)-5H-dibenzo[a,d]cycloheptene, 8.0 g (143 m moles) of reductive iron powder, and 2.70 ml (30.6 m moles) of concentrated hydrochloric acid (d: 1.18, 35%) were added to 150 ml of N,N-dimethyl formamide, and the mixture was heated at an inside temperature of about 70° C., and stirred at that temperature with heating for 3 hours. After the end of reaction, the mixture was cooled over an ice-water bath, admixed with about 12.4 ml of an aqueous 10% NaOH so...